From a dataset of the Open Reaction Database (ORD), a public repository of structured organic reaction records. describe an organic reaction: reactants, conditions, products, and yield The reactants are NCC1=NOC(=N1)C=1N=CN2C1[C@H]1N(C(C3=C2C=CC=C3Cl)=O)CC1 ((S)-1-(3-aminomethyl-1,2,4-oxadiazol-5-yl)-8-chloro-12,12a-dihydro-9H,11H-azeto[2,1-c]-imidazo[1,5-a][1,4]benzodiazepin-9-one), C(C)N(C(C)C)C(C)C (N-ethyldiisopropylamine), BrCCC=C (4-bromo-1-butene), CN(C=O)C (N,N-dimethylformamide). The product is C(CC=C)N(CCC=C)CC1=NOC(=N1)C=1N=CN2C1[C@H]1N(C(C3=C2C=CC=C3Cl)=O)CC1 ((S)-1-{3-[bis-(but-3-enyl)aminomethyl]-1,2,4-oxadiazol-5-yl}-8-chloro-12,12a-dihydro-9H,11H-azeto[2,1-c]imidazo[1,5-a][1,4]benzodiazepin-9-one). The yield is 53.0%. As a reaction SMILES: [NH2:1][CH2:2][C:3]1[N:7]=[C:6]([C:8]2[N:9]=[CH:10][N:11]3[C:17]4[CH:18]=[CH:19][CH:20]=[C:21]([Cl:22])[C:16]=4[C:15](=[O:23])[N:14]4[CH2:24][CH2:25][C@H:13]4[C:12]=23)[O:5][N:4]=1.C(N([CH:32]([CH3:34])[CH3:33])C(C)C)C.Br[CH2:36][CH2:37][CH:38]=[CH2:39].[CH3:40]N(C)C=O>>[CH2:36]([N:1]([CH2:2][C:3]1[N:7]=[C:6]([C:8]2[N:9]=[CH:10][N:11]3[C:17]4[CH:18]=[CH:19][CH:20]=[C:21]([Cl:22])[C:16]=4[C:15](=[O:23])[N:14]4[CH2:24][CH2:25][C@H:13]4[C:12]=23)[O:5][N:4]=1)[CH2:40][CH2:34][CH:32]=[CH2:33])[CH2:37][CH:38]=[CH2:39]. Procedure details: 4 g (11.2 mmol) of (S)-1-(3-aminomethyl-1,2,4-oxadiazol-5-yl)-8-chloro-12,12a-dihydro-9H,11H-azeto[2,1-c]-imidazo[1,5-a][1,4]benzodiazepin-9-one, 25 ml of N,N-dimethylformamide, 7.5 ml (43.7 mmol) of N-ethyldiisopropylamine and 2.9 ml (28 mmol) of 4-bromo-1-butene were stirred at 800 for 25 hours. The reaction solution was evaporated, the residue was dissolved in methylene chloride, this solution was washed three times with water, dried over magnesium sulfate and evaporated. The residue was chro...